This data is from the Open Reaction Database (ORD), a public repository of structured organic reaction records. The task is: describe an organic reaction: reactants, conditions, products, and yield Reactants: CS(C)=O, CCOC(C)=O, Cc1ccc(-n2nc(C(C)(C)C)cc2NC(=O)OCC(Cl)(Cl)Cl)cc1, Nc1ccc(-c2ccc(CN3CCOCC3)nc2)c2ccccc12. Yields the product Cc1ccc(-n2nc(C(C)(C)C)cc2NC(=O)Nc2ccc(-c3ccc(CN4CCOCC4)nc3)c3ccccc23)cc1. As a reaction SMILES: [CH3:50][S:51]([CH3:52])=[O:53].[CH3:54][CH2:55][O:56][C:57](=[O:58])[CH3:59].[Cl:1][C:2]([Cl:3])([Cl:4])[CH2:24][O:25][C:5](=[O:6])[NH:7][c:8]1[cH:9][c:10]([C:20]([CH3:21])([CH3:22])[CH3:23])[n:11][n:12]1-[c:13]1[cH:14][cH:15][c:16]([CH3:19])[cH:17][cH:18]1.[NH2:26][c:27]1[cH:28][cH:29][c:30](-[c:37]2[cH:38][n:39][c:40]([CH2:43][N:44]3[CH2:45][CH2:46][O:47][CH2:48][CH2:49]3)[cH:41][cH:42]2)[c:31]2[cH:32][cH:33][cH:34][cH:35][c:36]12>>[C:5](=[O:6])([NH:7][c:8]1[cH:9][c:10]([C:20]([CH3:21])([CH3:22])[CH3:23])[n:11][n:12]1-[c:13]1[cH:14][cH:15][c:16]([CH3:19])[cH:17][cH:18]1)[NH:26][c:27]1[cH:28][cH:29][c:30](-[c:37]2[cH:38][n:39][c:40]([CH2:43][N:44]3[CH2:45][CH2:46][O:47][CH2:48][CH2:49]3)[cH:41][cH:42]2)[c:31]2[cH:32][cH:33][cH:34][cH:35][c:36]12. Starting materials: C1CCOC1, CC(C)(C)[O-], CC(C)OC(=O)N1CCC(O)CC1, Clc1ncnc(Cl)c1C1CC1, [K+]. The product is CC(C)OC(=O)N1CCC(Oc2ncnc(Cl)c2C2CC2)CC1. Reaction SMILES: [CH2:31]1[O:32][CH2:33][CH2:34][CH2:35]1.[CH3:25][C:26]([CH3:27])([O-:28])[CH3:29].[CH:12]([CH3:13])([CH3:14])[O:15][C:16](=[O:17])[N:18]1[CH2:19][CH2:20][CH:21]([OH:24])[CH2:22][CH2:23]1.[Cl:1][c:2]1[n:3][cH:4][n:5][c:6]([Cl:11])[c:7]1[CH:8]1[CH2:9][CH2:10]1.[K+:30]>>[c:2]1([O:24][CH:21]2[CH2:20][CH2:19][N:18]([C:16]([O:15][CH:12]([CH3:13])[CH3:14])=[O:17])[CH2:23][CH2:22]2)[n:3][cH:4][n:5][c:6]([Cl:11])[c:7]1[CH:8]1[CH2:9][CH2:10]1. Starting materials: OC1=C(C=CC=C1)C1(N=CCC1)C(=O)O ((±)-2-(2-hydroxyphenyl)-5-pyrrolinecarboxylic acid), C1(=CC=CC=C1)C(CC1=CC=CC=C1)N ((-)-1,2-diphenylethylamine). Product: C1(=CC=CC=C1)C(CC1=CC=CC=C1)N.OC1=C(C=CC=C1)C1(N=CCC1)C(=O)O ((-)-2-(2-hydroxyphenyl)-5-pyrrolinecarboxylic acid (-)-1,2-diphenylethylamine salt). RXN SMILES: [OH:1][C:2]1[CH:7]=[CH:6][CH:5]=[CH:4][C:3]=1[C:8]1([C:13]([OH:15])=[O:14])[CH2:12][CH2:11][CH:10]=[N:9]1.[C:16]1([CH:22]([NH2:30])[CH2:23][C:24]2[CH:29]=[CH:28][CH:27]=[CH:26][CH:25]=2)[CH:21]=[CH:20][CH:19]=[CH:18][CH:17]=1>>[C:16]1([CH:22]([NH2:30])[CH2:23][C:24]2[CH:25]=[CH:26][CH:27]=[CH:28][CH:29]=2)[CH:21]=[CH:20][CH:19]=[CH:18][CH:17]=1.[OH:1][C:2]1[CH:7]=[CH:6][CH:5]=[CH:4][C:3]=1[C:8]1([C:13]([OH:15])=[O:14])[CH2:12][CH2:11][CH:10]=[N:9]1 |f:2.3|. Procedure details: 35.8 g of (±)-2-(2-hydroxyphenyl)-5-pyrrolinecarboxylic acid is reacted with 34.5 g of (-)-1,2-diphenylethylamine to give the diastereoisomer salt. The salt is fractionally recrystallized from ethanol to give (-)-2-(2-hydroxyphenyl)-5-pyrrolinecarboxylic acid (-)-1,2-diphenylethylamine salt, yield 20.0 g (57%), mp. 193°-194° C., [α]D26 -90.0° (c=1.0, methanol). The residual salt in the filtrate is fractionally recrystallized from chloroform to give (+)-2-(2-hydroxyphenyl)-5-pyrrolinecarboxylic a... Starting materials: C(N)(OC(C)(C)C)=O (t-Butyl carbamate), COC(=O)C1=CC=C(C=C1)[C@H](C)NC(=O)C1CC2(CC2)CCN1C(=O)OC(C)(C)C (tert-butyl 5-(((S)-1-(4-(methoxycarbonyl)phenyl)ethyl)carbamoyl)-6-azaspiro[2.5]octane-6-carboxylate). Product: C1CC12CC(NCC2)C(=O)N[C@@H](C)C2=CC=C(C(=O)OC)C=C2 (methyl 4-((1S)-1-(6-azaspiro[2.5]octane-5-carboxamido)ethyl)benzoate). Yield: 97.2%. Reaction SMILES: C(=O)(OC(C)(C)C)N.[CH3:9][O:10][C:11]([C:13]1[CH:18]=[CH:17][C:16]([C@@H:19]([NH:21][C:22]([CH:24]2[N:31](C(OC(C)(C)C)=O)[CH2:30][CH2:29][C:26]3([CH2:28][CH2:27]3)[CH2:25]2)=[O:23])[CH3:20])=[CH:15][CH:14]=1)=[O:12]>>[CH2:27]1[C:26]2([CH2:29][CH2:30][NH:31][CH:24]([C:22]([NH:21][C@H:19]([C:16]3[CH:17]=[CH:18][C:13]([C:11]([O:10][CH3:9])=[O:12])=[CH:14][CH:15]=3)[CH3:20])=[O:23])[CH2:25]2)[CH2:28]1. Procedure: The title compound (D91) (96 mg) was prepared according to the general procedure for t-Butyl carbamate (Boc) cleavage starting from tert-butyl 5-(((S)-1-(4-(methoxycarbonyl)phenyl)ethyl)carbamoyl)-6-azaspiro[2.5]octane-6-carboxylate (D56) (130 mg). Reactants: CCO, CC(=O)[O-], COc1ccc2c(c1)CCCC2=O, Cl, NO, [Na+], O, O. Product: COc1ccc2c(c1)CCCC2=NO. Reaction SMILES: [CH2:23]([OH:24])[CH3:25].[CH3:15][C:16](=[O:17])[O-:18].[CH3:1][O:2][c:3]1[cH:4][c:5]2[c:10]([cH:11][cH:12]1)[C:9](=[O:13])[CH2:8][CH2:7][CH2:6]2.[ClH:19].[NH2:20][OH:21].[Na+:14].[OH2:22].[OH2:26]>>[CH3:1][O:2][c:3]1[cH:4][c:5]2[c:10]([cH:11][cH:12]1)[C:9](=[N:20][OH:21])[CH2:8][CH2:7][CH2:6]2. The reactants are c1ccc(C2CO2)cc1, CC#N, NCCc1ccn(S(=O)(=O)c2ccccc2)c1. Yields the product O=S(=O)(c1ccccc1)n1ccc(CCNCC(O)c2ccccc2)c1. Reaction SMILES: [CH2:18]1[O:19][CH:20]1[c:21]1[cH:22][cH:23][cH:24][cH:25][cH:26]1.[CH3:27][C:28]#[N:29].[c:1]1([S:7](=[O:8])(=[O:9])[n:10]2[cH:11][c:12]([CH2:15][CH2:16][NH2:17])[cH:13][cH:14]2)[cH:2][cH:3][cH:4][cH:5][cH:6]1>>[c:1]1([S:7](=[O:8])(=[O:9])[n:10]2[cH:11][c:12]([CH2:15][CH2:16][NH:17][CH2:18][CH:20]([OH:19])[c:21]3[cH:22][cH:23][cH:24][cH:25][cH:26]3)[cH:13][cH:14]2)[cH:2][cH:3][cH:4][cH:5][cH:6]1. Starting materials: FC(C(=O)O)(F)F (Trifluoroacetic acid), NC1=NC=CC2=CC(=CC=C12)CNC(=O)[C@H]1N(CC1)C(=O)OC(C)(C)C (N-(1-amino-isoquinolin-6-ylmethyl)-1-tert.butoxycarbonyl-azetidin-2(S)-carboxamide). Solvent: ClCCl (dichloromethane). The product is NC1=NC=CC2=CC(=CC=C12)CNC(=O)[C@H]1NCC1 (N-(1-Amino-isoquinolin-6-ylmethyl)-azetidin-2(S)-carboxamide). The yield is 121.7%. RXN SMILES: FC(F)(F)C(O)=O.[NH2:8][C:9]1[C:18]2[C:13](=[CH:14][C:15]([CH2:19][NH:20][C:21]([C@@H:23]3[CH2:26][CH2:25][N:24]3C(OC(C)(C)C)=O)=[O:22])=[CH:16][CH:17]=2)[CH:12]=[CH:11][N:10]=1>ClCCl>[NH2:8][C:9]1[C:18]2[C:13](=[CH:14][C:15]([CH2:19][NH:20][C:21]([C@@H:23]3[CH2:26][CH2:25][NH:24]3)=[O:22])=[CH:16][CH:17]=2)[CH:12]=[CH:11][N:10]=1. Procedure details: 10 mL Trifluoroacetic acid was added to a solution of 2,4 g of N-(1-amino-isoquinolin-6-ylmethyl)-1-tert.butoxycarbonyl-azetidin-2(S)-carboxamide in 5.0 mL dichloromethane. The solvent was removed i.vac to give 2.1 g of the title compound as trifluoroacetate salt. MS: 371.